Dataset: the Open Reaction Database (ORD), a public repository of structured organic reaction records. Task: describe an organic reaction: reactants, conditions, products, and yield The reactants are CC(C)(C=1C=NC(=CC1)C(F)(F)F)NC=1C(N([C@H](C1)C1=CC(=CC=C1)OC1CC1)C1=CC=C(C=C1)C(F)(F)F)=O ((R)-3-[1-methyl-1-(6-trifluoromethyl-pyridin-3-yl)-ethylamino]-5-(3-cyclopropoxy-phenyl)-1-(4-trifluoromethyl-phenyl)-1,5-dihydro-pyrrol-2-one), C(#N)[BH3-].[Na+] (sodium cyanoborohydride). The solvent is C(C)(=O)O (acetic acid). Conditions: time 1 hour. The product is CC(C)(C=1C=NC(=CC1)C(F)(F)F)N[C@H]1C(N([C@H](C1)C1=CC(=CC=C1)OC1CC1)C1=CC=C(C=C1)C(F)(F)F)=O ((3R,5R)-3-[1-methyl-1-(6-trifluoromethyl-pyridin-3-yl)-ethylamino]-5-(3-cyclopropoxy-phenyl)-1-(4-trifluoromethyl-phenyl)-pyrrolidin-2-one). Isolated yield 59.0%. Reaction SMILES: [CH3:1][C:2]([NH:14][C:15]1[C:16](=[O:40])[N:17]([C:30]2[CH:35]=[CH:34][C:33]([C:36]([F:39])([F:38])[F:37])=[CH:32][CH:31]=2)[C@@H:18]([C:20]2[CH:25]=[CH:24][CH:23]=[C:22]([O:26][CH:27]3[CH2:29][CH2:28]3)[CH:21]=2)[CH:19]=1)([C:4]1[CH:5]=[N:6][C:7]([C:10]([F:13])([F:12])[F:11])=[CH:8][CH:9]=1)[CH3:3].C([BH3-])#N.[Na+]>C(O)(=O)C>[CH3:3][C:2]([NH:14][C@@H:15]1[CH2:19][C@H:18]([C:20]2[CH:25]=[CH:24][CH:23]=[C:22]([O:26][CH:27]3[CH2:29][CH2:28]3)[CH:21]=2)[N:17]([C:30]2[CH:31]=[CH:32][C:33]([C:36]([F:37])([F:39])[F:38])=[CH:34][CH:35]=2)[C:16]1=[O:40])([C:4]1[CH:5]=[N:6][C:7]([C:10]([F:13])([F:12])[F:11])=[CH:8][CH:9]=1)[CH3:1] |f:1.2|. Procedure: Add trifluoroacetic acid (1.5 mL, 20 mmol) to a mixture of (R)-3-((R)-1-phenyl-ethylamino)-5-(3-cyclopropoxy-phenyl)-1-(4-trifluoromethyl-phenyl)-1,5-dihydro-pyrrol-2-one (1.92 g, 4.01 mmol) in toluene (10 mL) and water (4 mL). Stir at ambient temperature for 60 min. Observe significant formation of (R)-5-(3-cyclopropoxy-phenyl)-1-(4-trifluoromethyl-phenyl)-pyrrolidine-2,3-dione. LCMS, Ret. time=4.14 min., Method 3, MS (m/z): 376.0 (M+), 374.0 (M−1). Add a solution of 1-methyl-1-(6-trifluorometh... Reactants: ClC1=CC=C(CC2(CCNCC2)O)C=C1 (4-(4-chloro-benzyl)-piperidin-4-ol), BrCCOC1=CC=C(C=C1)NS(=O)(=O)C (N-[4-(2-bromoethoxy)-phenyl]-methansulfonamide). Yields the product Cl.ClC1=CC=C(CC2(CCN(CC2)CCOC2=CC=C(C=C2)NS(=O)(=O)C)O)C=C1 (N-(4-{2-[4-(4-Chloro-benzyl)-4-hydroxy-piperidin-1 -yl]-ethoxy}-phenyl)-methanesulfonamide hydrochloride). RXN SMILES: [Cl:1][C:2]1[CH:15]=[CH:14][C:5]([CH2:6][C:7]2([OH:13])[CH2:12][CH2:11][NH:10][CH2:9][CH2:8]2)=[CH:4][CH:3]=1.Br[CH2:17][CH2:18][O:19][C:20]1[CH:25]=[CH:24][C:23]([NH:26][S:27]([CH3:30])(=[O:29])=[O:28])=[CH:22][CH:21]=1>>[ClH:1].[Cl:1][C:2]1[CH:3]=[CH:4][C:5]([CH2:6][C:7]2([OH:13])[CH2:8][CH2:9][N:10]([CH2:17][CH2:18][O:19][C:20]3[CH:21]=[CH:22][C:23]([NH:26][S:27]([CH3:30])(=[O:28])=[O:29])=[CH:24][CH:25]=3)[CH2:11][CH2:12]2)=[CH:14][CH:15]=1 |f:2.3|. Procedure details: The title compound, m.p. 74°-77° C. and MS: m/e=439.4 (M+H+), was prepared from 4-(4-chloro-benzyl)-piperidin-4-ol and N-[4-(2-bromoethoxy)-phenyl]-methansulfonamide. Starting materials: NC1=NC(=C(C(=N1)C=1OC=CC1)C#N)S(=O)(=O)C (2-amino-4-furan-2-yl-6-methanesulfonyl-pyrimidine-5-carbonitrile), C1(=CC=CC=C1)CCCCO (4-phenyl-1-butanol), C1CCC2=NCCCN2CC1 (DBU). Solvent: COCCOC (DME). The product is NC1=NC(=C(C(=N1)C=1OC=CC1)C#N)OCCCCC1=CC=CC=C1 (2-Amino-4-furan-2-yl-6-(4-phenyl-butoxy)-pyrimidine-5-carbonitrile). Reaction SMILES: [NH2:1][C:2]1[N:7]=[C:6]([C:8]2[O:9][CH:10]=[CH:11][CH:12]=2)[C:5]([C:13]#[N:14])=[C:4](S(C)(=O)=O)[N:3]=1.[C:19]1([CH2:25][CH2:26][CH2:27][CH2:28][OH:29])[CH:24]=[CH:23][CH:22]=[CH:21][CH:20]=1.C1CCN2C(=NCCC2)CC1>COCCOC>[NH2:1][C:2]1[N:7]=[C:6]([C:8]2[O:9][CH:10]=[CH:11][CH:12]=2)[C:5]([C:13]#[N:14])=[C:4]([O:29][CH2:28][CH2:27][CH2:26][CH2:25][C:19]2[CH:24]=[CH:23][CH:22]=[CH:21][CH:20]=2)[N:3]=1. Procedure: From 2-amino-4-furan-2-yl-6-methanesulfonyl-pyrimidine-5-carbonitrile, 4-phenyl-1-butanol and DBU in DME. ES-MS m/e (%): 357 (M+Na+, 20), 335 (M+H+, 100). The reactants are Cl(=O)(=O)(=O)[O-].C(C)(C)(C)C1=[S+]C(=CC(=C1)C)C(C)(C)C (2,6-di-tert-butyl-4-methylthiopyrylium perchlorate), CN(C1=CC=C(C=O)C=C1)C (4-dimethylaminobenzaldehyde), C(C)OCC (diethyl ether). Run in C(C)(=O)OC(C)=O (acetic anhydride). Run at temperature 100 celsius. Yields the product Cl(=O)(=O)(=O)[O-].C(C)(C)(C)C1=[S+]C(=CC(=C1)C=CC1=CC=C(C=C1)N(C)C)C(C)(C)C (2,6-di-tert-butyl-4-[4-(dimethylamino)styryl]thiopyrylium Perchlorate). Reaction SMILES: [Cl:1]([O-:5])(=[O:4])(=[O:3])=[O:2].[C:6]([C:10]1[CH:15]=[C:14]([CH3:16])[CH:13]=[C:12]([C:17]([CH3:20])([CH3:19])[CH3:18])[S+:11]=1)([CH3:9])([CH3:8])[CH3:7].[CH3:21][N:22]([CH3:31])[C:23]1[CH:30]=[CH:29][C:26]([CH:27]=O)=[CH:25][CH:24]=1.C(OCC)C>C(OC(=O)C)(=O)C>[Cl:1]([O-:5])(=[O:4])(=[O:3])=[O:2].[C:6]([C:10]1[CH:15]=[C:14]([CH:16]=[CH:27][C:26]2[CH:29]=[CH:30][C:23]([N:22]([CH3:31])[CH3:21])=[CH:24][CH:25]=2)[CH:13]=[C:12]([C:17]([CH3:20])([CH3:19])[CH3:18])[S+:11]=1)([CH3:9])([CH3:8])[CH3:7] |f:0.1,5.6|. Procedure: 319 mg of 2,6-di-tert-butyl-4-methylthiopyrylium perchlorate and 150 mg of 4-dimethylaminobenzaldehyde were heated in 5 ml of acetic anhydride for 40 minutes on an oil bath maintained at 100° C. After allowing to cool, diethyl ether was added to precipitate crystals and then the crystals were recrystallized from ethanol. Yield: 210 mg; m.p.: 240° C. The reactants are CC(=O)c1cc(C)cc2c(=O)cc(-c3ccncc3)oc12, [BH3-]C#N, CC(=O)O, CO, Nc1ccccc1, [Na+]. Product: Cc1cc(C(C)Nc2ccccc2)c2oc(-c3ccncc3)cc(=O)c2c1. Reaction SMILES: [C:1]([CH3:2])(=[O:3])[c:4]1[cH:5][c:6]([CH3:21])[cH:7][c:8]2[c:9](=[O:20])[cH:10][c:11](-[c:14]3[cH:15][cH:16][n:17][cH:18][cH:19]3)[o:12][c:13]12.[C:33]([BH3-:34])#[N:35].[CH3:22][C:23](=[O:24])[OH:25].[CH3:37][OH:38].[NH2:26][c:27]1[cH:28][cH:29][cH:30][cH:31][cH:32]1.[Na+:36]>>[CH:1]([CH3:2])([c:4]1[cH:5][c:6]([CH3:21])[cH:7][c:8]2[c:9](=[O:20])[cH:10][c:11](-[c:14]3[cH:15][cH:16][n:17][cH:18][cH:19]3)[o:12][c:13]12)[NH:26][c:27]1[cH:28][cH:29][cH:30][cH:31][cH:32]1. The reactants are CC(C)([O-])C.[K+] (potassium tert-butoxide), [N+](#[C-])CC(=O)OCC (ethyl isocyanoacetate), Cl (hydrochloric acid), C(=S)=S (carbon disulfide), C1(=CC=CC=C1)S(=O)(=O)CCI (2-iodoethyl phenyl sulfone). Run in C1CCOC1 (THF), C1CCOC1 (THF), C1CCOC1 (THF), C(C)(=O)OCC (ethyl acetate), O (water). Run at temperature -60 celsius, time 10 minute. Product: C(C)OC(=O)C=1N=CSC1SCCS(=O)(=O)C1=CC=CC=C1 (4-ethoxycarbonyl-5-[2-(phenylsulfonyl)ethylthio]thiazole). The yield is 56.0%. Reaction SMILES: CC(C)([O-])C.[K+].[N+:7]([CH2:9][C:10]([O:12][CH2:13][CH3:14])=[O:11])#[C-:8].[C:15]1([S:21]([CH2:24][CH2:25]I)(=[O:23])=[O:22])[CH:20]=[CH:19][CH:18]=[CH:17][CH:16]=1.Cl.[C:28](=[S:30])=[S:29]>C1COCC1.C(OCC)(=O)C.O>[CH2:13]([O:12][C:10]([C:9]1[N:7]=[CH:8][S:29][C:28]=1[S:30][CH2:25][CH2:24][S:21]([C:15]1[CH:20]=[CH:19][CH:18]=[CH:17][CH:16]=1)(=[O:23])=[O:22])=[O:11])[CH3:14] |f:0.1|. Procedure: To a solution of potassium tert-butoxide (496 mg, 4.4 mmol) in 10 ml of THF was added a solution of ethyl isocyanoacetate (0.48 ml, 4.4 mmol) in 5 ml of THF at -40° C. and the reaction mixture was continued to stir for 10 min. After the reaction was cooled down to -60° C., a solution carbon disulfide in 5 ml of THF was added. The resulting mixture was allowed to warm up to 0° C. and 2-iodoethyl phenyl sulfone (4.4 mmol) was added. The mixture was then stirred at refluxed condition for 5 hours. A... Reactants: C(C1=CC=CC=C1)(=O)O (benzoic acid), BrC1=CC(=C(C=C1)OC)OC (1-bromo-3,4-dimethoxybenzene). Yields the product BrC1=C(C=C(C(=C1)OC)OC)C(=O)C1=CC=CC=C1 ((2-bromo-4,5-dimethoxyphenyl)-phenylmethanone). RXN SMILES: [C:1]([OH:9])(=O)[C:2]1[CH:7]=[CH:6][CH:5]=[CH:4][CH:3]=1.[Br:10][C:11]1[CH:16]=[CH:15][C:14]([O:17][CH3:18])=[C:13]([O:19][CH3:20])[CH:12]=1>>[Br:10][C:11]1[CH:12]=[C:13]([O:19][CH3:20])[C:14]([O:17][CH3:18])=[CH:15][C:16]=1[C:1]([C:2]1[CH:3]=[CH:4][CH:5]=[CH:6][CH:7]=1)=[O:9]. Reported procedure: By reaction of benzoic acid with 1-bromo-3,4-dimethoxybenzene, in a manner analogous to that of Example 3(a), there is obtained (2-bromo-4,5-dimethoxyphenyl)-phenylmethanone, m.p. 71°-72° C. The reactants are C(C)OCC (diethyl ether), OC1=C(C(=CC(=C1C)C)C)C(CCCCCO)O (1-(2'-hydroxy-3',4',6'-trimethylphenyl)-1,6-hexanediol), [O]N(S(=O)([O-])=O)S(=O)([O-])=O.[K+].[K+] (Fremy's salt), potassium biphosphate. Solvent: CN(C=O)C (dimethyl formamide), O (water). Conditions: time 3 hour. Product: CC=1C(C(=C(C(C1C)=O)C)C(CCCCCO)O)=O (2,3,5-trimethyl-6-(1',6'-dihydroxyhexyl)-1,4-benzoquinone). As a reaction SMILES: [OH:1][C:2]1[C:7]([CH3:8])=[C:6]([CH3:9])[CH:5]=[C:4]([CH3:10])[C:3]=1[CH:11]([OH:18])[CH2:12][CH2:13][CH2:14][CH2:15][CH2:16][OH:17].[O]N(S(=O)([O-])=O)S(=O)([O-])=[O:22].[K+].[K+].C(OCC)C>CN(C)C=O.O>[CH3:8][C:7]1[C:2](=[O:1])[C:3]([CH:11]([OH:18])[CH2:12][CH2:13][CH2:14][CH2:15][CH2:16][OH:17])=[C:4]([CH3:10])[C:5](=[O:22])[C:6]=1[CH3:9] |f:1.2.3,^1:18|. Reported procedure: To a solution of 1-(2'-hydroxy-3',4',6'-trimethylphenyl)-1,6-hexanediol (formula III-3 wherein R=H3C, X=H, Y=OH, n=4 in the free form) (0.32 part) in dimethyl formamide (20 volume parts) was added all at once a mixture of Fremy's salt (0.5 part) and potassium biphosphate (0.5 part) in water (50 volume parts). The mixture was stirred for 3 hours at room temperature. The reaction product was taken up with diethyl ether. The diethyl ether layer was washed with water and dried over anhydrous sodium ... The solvent is C(C)O (ethanol), O1CCOCC1 (1,4-dioxane). Reactants: 2-nitro-7,9-dihydroxy-10,11-dihydrodibenz[b,f]oxepin-10,11 -one, O (Water), [N+](=O)([O-])C1=CC2=C(OC3=C(C(C2)=O)C(=CC(=C3)O)O)C=C1 (2-nitro-7,9-dihydroxy-10,11-dihydrodibenz[b,f]oxepin-10-one), [Sn](Cl)Cl (tin (II) chloride). Yield: 51.0%. The product is NC1=CC2=C(OC3=C(C(C2)=O)C(=CC(=C3)O)O)C=C1 (2-amino-7,9-dihydroxy-10,11-dihydrodibenz[b,f]oxepin-10-one). Reaction SMILES: [N+:1]([C:4]1[CH:21]=[CH:20][C:7]2[O:8][C:9]3[CH:17]=[C:16]([OH:18])[CH:15]=[C:14]([OH:19])[C:10]=3[C:11](=[O:13])[CH2:12][C:6]=2[CH:5]=1)([O-])=O.[Sn](Cl)Cl.O>C(O)C.O1CCOCC1>[NH2:1][C:4]1[CH:21]=[CH:20][C:7]2[O:8][C:9]3[CH:17]=[C:16]([OH:18])[CH:15]=[C:14]([OH:19])[C:10]=3[C:11](=[O:13])[CH2:12][C:6]=2[CH:5]=1. Procedure: 1.40 g of 2-nitro-7,9-dihydroxy-10,11-dihydrodibenz[b,f]oxepin-10,11 -one (Compound 70) and 4.40 g of tin (II) chloride.2H2O were suspended in 20 ml of ethanol and 20 ml of 1,4-dioxane, followed by reflux under heating for 3 hours. Water was added to the reaction solution, which was then extracted in ethyl acetate. The extracted solution was sequentially washed in water and then an aqueous saturated sodium chloride solution, and dried over anhydrous sodium sulfate. After filtration and concentra... Reactants: N1C=NC(=C1)CN1C[C@H](N(CC2=C1C=CC(=C2)C#N)S(=O)(=O)C=2SC=CC2)CC2=CC=CC=C2 ((R)-2,3,4,5-tetrahydro-1-(1H-imidazol-4-ylmethyl)-3-(phenylmethyl)-4-(2-thienylsulfonyl)-1H-1,4-benzodiazepine-7-carbonitrile), CS(=O)(=O)O (Methanesulfonic acid). The solvent is C(C)O (ethanol). Reaction conditions: temperature 60 celsius, time 1 hour. Yields the product S(C)(=O)(=O)O.N1C=NC(=C1)CN1C[C@H](N(CC2=C1C=CC(=C2)C#N)S(=O)(=O)C=2SC=CC2)CC2=CC=CC=C2 ((R)-2,3,4,5-tetrahydro-1-(1H-imidazol-4-ylmethyl)-3-(phenylmethyl)-4-(2-thienylsulfonyl)-1H-1,4-benzodiazepine-7-carbonitrile, mesylate salt). The yield is 92.3%. Reaction SMILES: [NH:1]1[CH:5]=[C:4]([CH2:6][N:7]2[C:13]3[CH:14]=[CH:15][C:16]([C:18]#[N:19])=[CH:17][C:12]=3[CH2:11][N:10]([S:20]([C:23]3[S:24][CH:25]=[CH:26][CH:27]=3)(=[O:22])=[O:21])[C@H:9]([CH2:28][C:29]3[CH:34]=[CH:33][CH:32]=[CH:31][CH:30]=3)[CH2:8]2)[N:3]=[CH:2]1.[CH3:35][S:36]([OH:39])(=[O:38])=[O:37]>C(O)C>[S:36]([OH:39])(=[O:38])(=[O:37])[CH3:35].[NH:1]1[CH:5]=[C:4]([CH2:6][N:7]2[C:13]3[CH:14]=[CH:15][C:16]([C:18]#[N:19])=[CH:17][C:12]=3[CH2:11][N:10]([S:20]([C:23]3[S:24][CH:25]=[CH:26][CH:27]=3)(=[O:21])=[O:22])[C@H:9]([CH2:28][C:29]3[CH:30]=[CH:31][CH:32]=[CH:33][CH:34]=3)[CH2:8]2)[N:3]=[CH:2]1 |f:3.4|. Procedure details: The product of Example I was dissolved in anhydrous ethanol. The solution was heated to 60° C. Methanesulfonic acid was added at this temperature and a white slurry formed. The slurry was cooled to 0 to 5° C. over 1 hour and stirred for an additional 1 hour. The resulting white crystalline solid was filtered and washed with cold anhydrous ethanol. The wet cake was dried in a vacuum oven at 70° C. until the loss on drying (LOD) was <0.5% to afford the title product as a white, crystalline substan...